This data is from the Open Reaction Database (ORD), a public repository of structured organic reaction records. The task is: describe an organic reaction: reactants, conditions, products, and yield Yields the product ClC=1C=C2C=CC(=CC2=CC1)S(=O)(=O)N[C@@H]1C(N(CC1)[C@@H](C(N1CCCCC1)=O)C)=O (6-Chloro-N-{(3S)-1-[(1R)-1-methyl-2-oxo-2-piperidin-1-ylethyl]-2-oxopyrrolidin-3-yl}naphthalene-2-sulfonamide). Reported procedure: A solution of tert-butyl (2R)-2-((3S)-3-{[(6-chloro-2-naphthyl)sulfonyl]amino}-2-oxopyrrolidin-1-yl)propanoate (0.025 g) in DCM (3 ml) was treated with trifluoroacetic acid (3 ml) and stirred at room temperature for 2 h. The mixture was then concentrated under reduced pressure to give an oil which was subsequently treated with 1-[3-(dimethylamino)propyl]-3-ethylcarbodiimide hydrochloride (0.013 g), HOBT (0.009 g) and triethylamine (0.023 ml). After stirring at room temperature for 1 h, piperidin... Yield: 82.0%. Solvent: C(C)N(CC)CC (triethylamine), C(Cl)Cl (DCM). The reactants are Cl.CN(CCCN=C=NCC)C (1-[3-(dimethylamino)propyl]-3-ethylcarbodiimide hydrochloride), C=1C=CC2=C(C1)N=NN2O (HOBT), N1CCCCC1 (piperidine), ClC=1C=C2C=CC(=CC2=CC1)S(=O)(=O)N[C@@H]1C(N(CC1)[C@@H](C(=O)OC(C)(C)C)C)=O (tert-butyl (2R)-2-((3S)-3-{[(6-chloro-2-naphthyl)sulfonyl]amino}-2-oxopyrrolidin-1-yl)propanoate), FC(C(=O)O)(F)F (trifluoroacetic acid). Reaction conditions: time 2 hour. RXN SMILES: [Cl:1][C:2]1[CH:3]=[C:4]2[C:9](=[CH:10][CH:11]=1)[CH:8]=[C:7]([S:12]([NH:15][C@H:16]1[CH2:20][CH2:19][N:18]([C@H:21]([CH3:29])[C:22]([O:24]C(C)(C)C)=O)[C:17]1=[O:30])(=[O:14])=[O:13])[CH:6]=[CH:5]2.FC(F)(F)C(O)=O.Cl.CN(C)CCCN=C=NCC.[CH:50]1[CH:51]=[CH:52]C2N(O)N=[N:56][C:54]=2[CH:55]=1.N1CCCCC1>C(Cl)Cl.C(N(CC)CC)C>[Cl:1][C:2]1[CH:3]=[C:4]2[C:9](=[CH:10][CH:11]=1)[CH:8]=[C:7]([S:12]([NH:15][C@H:16]1[CH2:20][CH2:19][N:18]([C@H:21]([CH3:29])[C:22](=[O:24])[N:56]3[CH2:52][CH2:51][CH2:50][CH2:55][CH2:54]3)[C:17]1=[O:30])(=[O:13])=[O:14])[CH:6]=[CH:5]2 |f:2.3|. The reactants are CC(C)O, Cl, Cl, O=C(CCCN1CCC(C(O)(c2ccccc2)c2ccccc2)CC1)c1ccc2ccccc2c1. Product: O=C(CCCN1CCC(=C(c2ccccc2)c2ccccc2)CC1)c1ccc2ccccc2c1, Cl. RXN SMILES: [CH:38]([OH:39])([CH3:40])[CH3:41].[ClH:1].[ClH:37].[OH:2][C:3]([c:4]1[cH:5][cH:6][cH:7][cH:8][cH:9]1)([c:10]1[cH:11][cH:12][cH:13][cH:14][cH:15]1)[CH:16]1[CH2:17][CH2:18][N:19]([CH2:22][CH2:23][CH2:24][C:25](=[O:26])[c:27]2[cH:28][c:29]3[cH:30][cH:31][cH:32][cH:33][c:34]3[cH:35][cH:36]2)[CH2:20][CH2:21]1>>[C:3]([c:4]1[cH:5][cH:6][cH:7][cH:8][cH:9]1)([c:10]1[cH:11][cH:12][cH:13][cH:14][cH:15]1)=[C:16]1[CH2:17][CH2:18][N:19]([CH2:22][CH2:23][CH2:24][C:25](=[O:26])[c:27]2[cH:28][c:29]3[cH:30][cH:31][cH:32][cH:33][c:34]3[cH:35][cH:36]2)[CH2:20][CH2:21]1.[ClH:1].